The task is: describe an organic reaction: reactants, conditions, products, and yield. This data is from the Open Reaction Database (ORD), a public repository of structured organic reaction records. Reactants: Cc1nnc(-c2ccc(C(=O)O)cc2)o1, CCN=C=NCCCN(C)C, CCN(C(C)C)C(C)C, Cl, NCC(=O)N1CCN(C(=O)c2ccccc2C(F)(F)F)CC1, CN(C)C=O, O, On1nnc2ccccc21. Product: Cc1nnc(-c2ccc(C(=O)NCC(=O)N3CCN(C(=O)c4ccccc4C(F)(F)F)CC3)cc2)o1. Reaction SMILES: [CH3:10][c:11]1[n:12][n:13][c:14](-[c:16]2[cH:17][cH:18][c:19]([C:20](=[O:21])[OH:22])[cH:23][cH:24]2)[o:15]1.[CH3:25][CH2:26][N:27]=[C:28]=[N:29][CH2:30][CH2:31][CH2:32][N:33]([CH3:34])[CH3:35].[CH:1]([N:2]([CH2:3][CH3:4])[CH:5]([CH3:6])[CH3:7])([CH3:8])[CH3:9].[ClH:68].[NH2:46][CH2:47][C:48](=[O:49])[N:50]1[CH2:51][CH2:52][N:53]([C:56]([c:57]2[c:58]([C:63]([F:64])([F:65])[F:66])[cH:59][cH:60][cH:61][cH:62]2)=[O:67])[CH2:54][CH2:55]1.[O:69]=[CH:70][N:71]([CH3:72])[CH3:73].[OH2:74].[OH:36][n:37]1[c:38]2[c:39]([cH:40][cH:41][cH:42][cH:43]2)[n:44][n:45]1>>[CH3:10][c:11]1[n:12][n:13][c:14](-[c:16]2[cH:17][cH:18][c:19]([C:20](=[O:22])[NH:46][CH2:47][C:48](=[O:49])[N:50]3[CH2:51][CH2:52][N:53]([C:56]([c:57]4[c:58]([C:63]([F:64])([F:65])[F:66])[cH:59][cH:60][cH:61][cH:62]4)=[O:67])[CH2:54][CH2:55]3)[cH:23][cH:24]2)[o:15]1. Starting materials: N1N=CN=C1 (1H-1,2,4-triazole), FC1=C(C=CC(=C1)F)[N+](=O)[O-] (2,4-Difluoronitrobenzene), C([O-])([O-])=O.[K+].[K+] (potassium carbonate). Run in C(C)(=O)OCC (ethyl acetate), CN(C=O)C (N,N-dimethylformamide). Reaction conditions: temperature 70 celsius, time 20 hour. Product: FC=1C=C(C=CC1[N+](=O)[O-])N1N=CN=C1 (1-(3-fluoro-4-nitrophenyl)-1H-1,2,4-triazole). Isolated yield 50.6%. RXN SMILES: [F:1][C:2]1[CH:7]=[C:6](F)[CH:5]=[CH:4][C:3]=1[N+:9]([O-:11])=[O:10].[NH:12]1[CH:16]=[N:15][CH:14]=[N:13]1.C(=O)([O-])[O-].[K+].[K+]>CN(C)C=O.C(OCC)(=O)C>[F:1][C:2]1[CH:7]=[C:6]([N:12]2[CH:16]=[N:15][CH:14]=[N:13]2)[CH:5]=[CH:4][C:3]=1[N+:9]([O-:11])=[O:10] |f:2.3.4|. Reported procedure: 2,4-Difluoronitrobenzene (8.0 g) was dissolved in N,N-dimethylformamide (110 ml) and the solution was admixed with 1H-1,2,4-triazole (3.47 g) and potassium carbonate (6.95 g) and the mixture was stirred under a nitrogen atmosphere at 70° C. for 20 hours. The reaction mixture was diluted with ethyl acetate and washed with water. The aqueous layer was extracted with ethyl acetate, and the ethyl acetate layers were combined and washed 5 times with water and then with saturated brine, and then dried... The reactants are O=C(NCCc1ccc(F)cc1)c1ccccc1, O. The product is Fc1ccc2c(c1)C(c1ccccc1)=NCC2. Reaction SMILES: [F:1][c:2]1[cH:3][cH:4][c:5]([CH2:6][CH2:7][NH:8][C:9]([c:10]2[cH:11][cH:12][cH:13][cH:14][cH:15]2)=[O:16])[cH:17][cH:18]1.[OH2:19]>>[F:1][c:2]1[cH:3][cH:4][c:5]2[c:17]([cH:18]1)[C:9]([c:10]1[cH:11][cH:12][cH:13][cH:14][cH:15]1)=[N:8][CH2:7][CH2:6]2.